From a dataset of the Open Reaction Database (ORD), a public repository of structured organic reaction records. describe an organic reaction: reactants, conditions, products, and yield The reactants are COc1cc([N+](=O)[O-])ccc1N, CCN(C(C)C)C(C)C, O=C(Cl)CCl, ClCCl. Yields the product COc1cc([N+](=O)[O-])ccc1NC(=O)CCl. RXN SMILES: [CH3:1][O:2][c:3]1[c:4]([NH2:5])[cH:6][cH:7][c:8]([N+:10](=[O:11])[O-:12])[cH:9]1.[CH:13]([N:14]([CH:15]([CH3:16])[CH3:17])[CH2:18][CH3:19])([CH3:20])[CH3:21].[Cl:22][CH2:23][C:24](=[O:25])[Cl:26].[Cl:27][CH2:28][Cl:29]>>[CH3:1][O:2][c:3]1[c:4]([NH:5][C:24]([CH2:23][Cl:22])=[O:25])[cH:6][cH:7][c:8]([N+:10](=[O:11])[O-:12])[cH:9]1. Starting materials: C(C)(=O)OC(C)=O (acetic anhydride), NCCN1CCN2N=CC=C21 (1-(2-aminoethyl]-2,3-dihydro-1H-imidazo[1,2-b]pyrazole). Run in C(=O)O (formic acid). Conditions: time 45 minute. Yields the product C(=O)NCCN1CCN2N=CC=C21 (1-(2-formamidoethyl)-2,3-dihydro-1H-imidazo[1,2-b]pyrazole). Reaction SMILES: C(O[C:5](=[O:7])C)(=O)C.[NH2:8][CH2:9][CH2:10][N:11]1[C:18]2[N:14]([N:15]=[CH:16][CH:17]=2)[CH2:13][CH2:12]1>C(O)=O>[CH:5]([NH:8][CH2:9][CH2:10][N:11]1[C:18]2[N:14]([N:15]=[CH:16][CH:17]=2)[CH2:13][CH2:12]1)=[O:7]. Reported procedure: A mixture of acetic anhydride (4.96 ml) and formic acid (2.51 ml) was stirred for 45 minutes at room temperature. The mixture was cooled to 5° C., and 1-(2-aminoethyl]-2,3-dihydro-1H-imidazo[1,2-b]pyrazole (4.0 g) was added to the mixture. The mixture was stirred for an hour under ice-cooling. The reaction mixture was evaporated and the residue was subjected to column chromatography on silica gel using a mixture of chloroform and methanol (9:1) as an eluent. Fractions containing the object compo... The reactants are Cl.Cl.NC1CCN(CC1)CCCC(=O)C1=CC=CC=C1 (4-Amino-1-(4-phenyl-4-oxobutyl) piperidine dihydrochloride), CC1=C(C(=CC=C1)C)NC(CCl)=O (N-(2,6-dimethylphenyl) chloroacetamide). Yields the product CC1=C(NC(=O)CNC2CCN(CC2)CCCC(=O)C2=CC=CC=C2)C(=CC=C1)C (4-(2,6-Dimethylanilinocarbonylmethylamino)-1-(4-phenyl-4-oxobutyl) piperidine). Reaction SMILES: Cl.Cl.[NH2:3][CH:4]1[CH2:9][CH2:8][N:7]([CH2:10][CH2:11][CH2:12][C:13]([C:15]2[CH:20]=[CH:19][CH:18]=[CH:17][CH:16]=2)=[O:14])[CH2:6][CH2:5]1.[CH3:21][C:22]1[CH:27]=[CH:26][CH:25]=[C:24]([CH3:28])[C:23]=1[NH:29][C:30](=[O:33])[CH2:31]Cl>>[CH3:21][C:22]1[CH:27]=[CH:26][CH:25]=[C:24]([CH3:28])[C:23]=1[NH:29][C:30]([CH2:31][NH:3][CH:4]1[CH2:9][CH2:8][N:7]([CH2:10][CH2:11][CH2:12][C:13]([C:15]2[CH:16]=[CH:17][CH:18]=[CH:19][CH:20]=2)=[O:14])[CH2:6][CH2:5]1)=[O:33] |f:0.1.2|. Procedure details: 4-Amino-1-(4-phenyl-4-oxobutyl) piperidine dihydrochloride (1.75g) was condensed with N-(2,6-dimethylphenyl) chloroacetamide (0.999) in the manner of Example 1 to give the title compound which was converted to the hydrochloride salt (1.85g), m.p. 276.8° Analysis: Found, C, 62.26; H, 7.48; N, 8.68; C25H33N3O2. 2HC1 requires C, 62.25; H, 7.34; N, 8.75% The reactants are C1(=CC=CC=C1)C1CCCC=2C(NC(OC21)=O)=O (8-phenyl-5,6,7,8-tetrahydro-2H-benzo[e][1,3]oxazine-2,4(3H)-dione), [OH-].[NH4+] (ammonium hydroxide). The product is C1(=CC=CC=C1)C1CCCC=2C(NC(NC12)=O)=O (8-phenyl-5,6,7,8-tetrahydroquinazoline-2,4(1H,3H)-dione). Yield: 100.0%. RXN SMILES: [C:1]1([CH:7]2[C:16]3[O:15][C:14](=O)[NH:13][C:12](=[O:18])[C:11]=3[CH2:10][CH2:9][CH2:8]2)[CH:6]=[CH:5][CH:4]=[CH:3][CH:2]=1.[OH-].[NH4+:20]>>[C:1]1([CH:7]2[C:16]3[NH:20][C:14](=[O:15])[NH:13][C:12](=[O:18])[C:11]=3[CH2:10][CH2:9][CH2:8]2)[CH:6]=[CH:5][CH:4]=[CH:3][CH:2]=1 |f:1.2|. Reported procedure: A solution of 8-phenyl-5,6,7,8-tetrahydro-2H-benzo[e][1,3]oxazine-2,4(3H)-dione (415.0 mg, 1.706 mmol) in concentrated ammonium hydroxide (35 mL, 899 mmol) was stirred at 100° C. in a high-pressure vessel (75 mL) for 6 h. The formation of white precipitate was observed during the heating. The LC/MS analysis of the filtrate shows the presence of the product with the desired mass (M+H)=243.20. The solvent was removed in vacuum to provide 8-phenyl-5,6,7,8-tetrahydroquinazoline-2,4(1H,3H)-dione (435... The reactants are CS(=O)(=O)OCCCCCCCC\C=C/C\C=C/CCCCC (linoleyl methanesulfonate), C1(=CC=CC=C1)C (toluene), CN(CC(CO)O)C (3-(dimethylamino)-1,2-propanediol), [H-].[Na+] (NaH), C1(=CC=CC=C1)C (toluene), C1(=CC=CC=C1)C (toluene). Reaction conditions: time 15 minute. The product is CN(CC(CCOCCCCCCCC\C=C/C\C=C/CCCCC)O)C (1-(dimethylamino)-4-((9Z,12Z)-octadeca-9,12-dienyloxy)butan-2-ol). Reaction SMILES: [CH3:1][N:2]([CH3:8])[CH2:3][CH:4]([OH:7])[CH2:5]O.[H-].[Na+].CS([O:15][CH2:16][CH2:17][CH2:18][CH2:19][CH2:20][CH2:21][CH2:22][CH2:23]/[CH:24]=[CH:25]\[CH2:26]/[CH:27]=[CH:28]\[CH2:29][CH2:30][CH2:31][CH2:32][CH3:33])(=O)=O.[C:34]1(C)C=CC=CC=1>>[CH3:1][N:2]([CH3:8])[CH2:3][CH:4]([OH:7])[CH2:5][CH2:34][O:15][CH2:16][CH2:17][CH2:18][CH2:19][CH2:20][CH2:21][CH2:22][CH2:23]/[CH:24]=[CH:25]\[CH2:26]/[CH:27]=[CH:28]\[CH2:29][CH2:30][CH2:31][CH2:32][CH3:33] |f:1.2|. Procedure: A toluene (10 mL) solution of 3-(dimethylamino)-1,2-propanediol (98%, 1.00 g, 8.39 mmol, 1.0 equiv)) was carefully added dropwise to a toluene suspension (5 mL) of NaH (60%, 0.34 g, 8.39 mmol, 1.0 equiv) at 0° C. under argon and the resultant was stirred for 15 minutes. A toluene solution (5 mL) of linoleyl methanesulfonate (2.87 g, 8.39 mmol, 1.0 equiv) was added dropwise to the stirring mixture and the reaction was then stirred for 18 hours at 90° C. The mixture was then cooled to room tempera... Starting materials: CCCI, CCO, Cc1ccc(O)c(C(N)=O)c1, [Na]. Yields the product CCCOc1ccc(C)cc1C(N)=O. RXN SMILES: [CH2:12]([CH2:13][CH3:14])[I:15].[CH3:17][CH2:18][OH:19].[CH3:1][c:2]1[cH:3][cH:4][c:5]([OH:11])[c:6]([C:7](=[O:8])[NH2:9])[cH:10]1.[Na:16]>>[CH3:1][c:2]1[cH:3][cH:4][c:5]([O:11][CH2:12][CH2:13][CH3:14])[c:6]([C:7](=[O:8])[NH2:9])[cH:10]1.